Dataset: the Open Reaction Database (ORD), a public repository of structured organic reaction records. Task: describe an organic reaction: reactants, conditions, products, and yield Reactants: NC1COCCN2C1=NC(=CC2=O)C2=NC=NC=C2 ((+/−)-9-amino-2-pyrimidin-4-yl-5,6,8,9-tetrahydro-7-oxa-1,4a-diaza-benzocyclohepten-4-one), C(C1=CC=CC=C1)=O (benzaldehyde), C(C)(=O)O[BH-](OC(C)=O)OC(C)=O.[Na+] (sodium triacetoxyborohydride), C(C)(=O)O (acetic acid). Run in ClCCl (dichloromethane), ClCCl (dichloromethane). Reaction conditions: time 15 hour. Yields the product C(C1=CC=CC=C1)NC1COCCN2C1=NC(=CC2=O)C2=NC=NC=C2 ((+/−) 9-Benzylamino-2-pyrimidin-4-yl-5,6,8,9-tetrahydro-7-oxa-1,4a-diaza-benzocyclohepten-4-one). The yield is 18.0%. As a reaction SMILES: [NH2:1][CH:2]1[C:8]2=[N:9][C:10]([C:14]3[CH:19]=[CH:18][N:17]=[CH:16][N:15]=3)=[CH:11][C:12](=[O:13])[N:7]2[CH2:6][CH2:5][O:4][CH2:3]1.[CH:20](=O)[C:21]1[CH:26]=[CH:25][CH:24]=[CH:23][CH:22]=1.C(O[BH-](OC(=O)C)OC(=O)C)(=O)C.[Na+].C(O)(=O)C>ClCCl>[CH2:20]([NH:1][CH:2]1[C:8]2=[N:9][C:10]([C:14]3[CH:19]=[CH:18][N:17]=[CH:16][N:15]=3)=[CH:11][C:12](=[O:13])[N:7]2[CH2:6][CH2:5][O:4][CH2:3]1)[C:21]1[CH:26]=[CH:25][CH:24]=[CH:23][CH:22]=1 |f:2.3|. Procedure details: To a solution of 0.090 g (0.35 mmol) of (+/−)-9-amino-2-pyrimidin-4-yl-5,6,8,9-tetrahydro-7-oxa-1,4a-diaza-benzocyclohepten-4-one in 3.5 ml of dichloromethane was added 0.040 mL (0.36 mmol) of benzaldehyde, 0.184 g (0.87 mmol) of sodium triacetoxyborohydride and few drops of glacial acetic acid. The reaction mixture was stirred at room temperature for 15 hours. The residue was dissolved in dichloromethane and a saturated aqueous solution of sodium carbonate, extracted with dichloromethane and wa...